Dataset: the Open Reaction Database (ORD), a public repository of structured organic reaction records. Task: describe an organic reaction: reactants, conditions, products, and yield The reactants are hydroxy-ester, CC(CCCCCCCCC)=O (2-undecanone), CC(CC(=O)OCC)CC (ethyl 3-methylvalerate). Yields the product CC(CC)C(C(=O)OCC)C(CCCCCCCCC)(C)O (Ethyl 2-(2-Butyl)-3-hydroxy-3-methyldodecanoate). Reaction SMILES: [CH3:1][C:2](=[O:12])[CH2:3][CH2:4][CH2:5][CH2:6][CH2:7][CH2:8][CH2:9][CH2:10][CH3:11].[CH3:13][CH:14]([CH2:21][CH3:22])[CH2:15][C:16]([O:18][CH2:19][CH3:20])=[O:17]>>[CH3:13][CH:14]([CH:15]([C:2]([OH:12])([CH3:1])[CH2:3][CH2:4][CH2:5][CH2:6][CH2:7][CH2:8][CH2:9][CH2:10][CH3:11])[C:16]([O:18][CH2:19][CH3:20])=[O:17])[CH2:21][CH3:22]. Procedure details: Pyrolysis of a sample of the prepared hydroxy-ester at about 300° C. for 2 minutes yields a 1:1 mixture of 2-undecanone and ethyl 3-methylvalerate. Starting materials: COC(=O)c1cccnc1, [Li]CCCC, C1CCOC1, COP(C)(=O)OC. Yields the product COP(=O)(CC(=O)c1cccnc1)OC. Reaction SMILES: [C:13]([c:14]1[cH:15][n:16][cH:17][cH:18][cH:19]1)(=[O:20])[O:21][CH3:22].[CH2:1]([Li:2])[CH2:3][CH2:4][CH3:5].[CH2:23]1[O:24][CH2:25][CH2:26][CH2:27]1.[CH3:6][P:7]([O:8][CH3:9])([O:10][CH3:11])=[O:12]>>[CH2:6]([P:7]([O:8][CH3:9])([O:10][CH3:11])=[O:12])[C:13]([c:14]1[cH:15][n:16][cH:17][cH:18][cH:19]1)=[O:20]. Reported procedure: 2-[5-(3-Isopropoxyphenyl)-2,4-dimethyl-2-aza-bicyclo[3 .3.1 ]non-7-yl]-isoindole-1,3-dione (2.5) (1.50 g, 3.5 mmol) was dissolved in dichloroethane and heated to reflux followed by the addition of 1-chloroethyl chloroformate (0.410 ml, 3.8 mmol). This solution was allowed to reflux for 3.5 hrs. The reaction was cooled and the solvent removed under reduced pressure. The crude material was taken up in ethyl acetate and washed with a saturated sodium bicarbonate solution (3×30 ml). The organic laye... The product is C(C)(C)OC=1C=C(C=CC1)C12C(CNC(CC(C1)N1C(C3=CC=CC=C3C1=O)=O)C2)C (2-[5-(3-Isopropoxy-phenyl)-4-methyl-2-aza-bicyclo[3.3.1]non-7-yl]-isoindole-1,3-dione). Run in ClC(C)Cl (dichloroethane), CO (methanol). RXN SMILES: [CH:1]([O:4][C:5]1[CH:6]=[C:7]([C:11]23[CH2:30][CH:15]([CH2:16][CH:17]([N:19]4[C:27](=[O:28])[C:26]5[C:21](=[CH:22][CH:23]=[CH:24][CH:25]=5)[C:20]4=[O:29])[CH2:18]2)[N:14](C)[CH2:13][CH:12]3[CH3:32])[CH:8]=[CH:9][CH:10]=1)([CH3:3])[CH3:2].ClC(OC(Cl)C)=O>ClC(Cl)C.CO>[CH:1]([O:4][C:5]1[CH:6]=[C:7]([C:11]23[CH2:30][CH:15]([CH2:16][CH:17]([N:19]4[C:20](=[O:29])[C:21]5[C:26](=[CH:25][CH:24]=[CH:23][CH:22]=5)[C:27]4=[O:28])[CH2:18]2)[NH:14][CH2:13][CH:12]3[CH3:32])[CH:8]=[CH:9][CH:10]=1)([CH3:3])[CH3:2]. Reactants: C(C)(C)OC=1C=C(C=CC1)C12C(CN(C(CC(C1)N1C(C3=CC=CC=C3C1=O)=O)C2)C)C (2-[5-(3-Isopropoxyphenyl)-2,4-dimethyl-2-aza-bicyclo [3.3.1]non-7-yl]-isoindole-1,3-dione), ClC(=O)OC(C)Cl (1-chloroethyl chloroformate). The reagents and catalysts are [Pd] (palladium on activated carbon). Reactants: NC1=CC(=C(C(=O)OCC)C=C1[N+](=O)[O-])OC (ethyl 4-amino-2-methoxy-5-nitrobenzoate). Conditions: time 18 hour. The product is NC1=CC(=C(C(=O)OCC)C=C1N)OC (ethyl 4,5-diamino-2-methoxybenzoate). Procedure: To a solution of ethyl 4-amino-2-methoxy-5-nitrobenzoate (248 mg, 1.03 mmol) in methanol (20 ml) was added 5% palladium on activated carbon (85 mg) and the mixture stirred vigorously at room temperature under a hydrogen atmosphere for 18 h. The reaction mixture was then filtered through celite, the catalyst/residue washed with methanol and the combined filtrate and washings concentrated to give crude ethyl 4,5-diamino-2-methoxybenzoate (220 mg, 100%) as a dark-brown material, which was used in t... The solvent is CO (methanol). Isolated yield 101.6%. As a reaction SMILES: [NH2:1][C:2]1[C:12]([N+:13]([O-])=O)=[CH:11][C:5]([C:6]([O:8][CH2:9][CH3:10])=[O:7])=[C:4]([O:16][CH3:17])[CH:3]=1>CO.[Pd]>[NH2:1][C:2]1[C:12]([NH2:13])=[CH:11][C:5]([C:6]([O:8][CH2:9][CH3:10])=[O:7])=[C:4]([O:16][CH3:17])[CH:3]=1.